This data is from the Open Reaction Database (ORD), a public repository of structured organic reaction records. The task is: describe an organic reaction: reactants, conditions, products, and yield Starting materials: [OH-].[Na+] (sodium hydroxide), CS(=O)(=O)[C@@]1([C@@H](O[C@@H]([C@]1(O)S(=O)(=O)C)C(O)S(=O)(=O)C)N1C(=O)NC(=O)C(=C1)C)O (2',3',5'-Tris(methanesulfonyl)-5-methyluridine), Cl (HCl). Reaction conditions: temperature 0 celsius, time 15 minute. Product: CS(=O)(=O)C([C@@H]1[C@@H]2[C@H]([C@@H](O1)N1C(=O)NC(=O)C(=C1)C)O2)O (5'-Methanesulfonyl-2',3'-anhydro-5-methyluridine). As a reaction SMILES: [OH-].[Na+].CS([C@@:7]1([OH:32])[C@:11](S(C)(=O)=O)(O)[C@@H:10]([CH:17]([S:19]([CH3:22])(=[O:21])=[O:20])[OH:18])[O:9][C@H:8]1[N:23]1[CH:30]=[C:29]([CH3:31])[C:27](=[O:28])[NH:26][C:24]1=[O:25])(=O)=O.Cl>>[CH3:22][S:19]([CH:17]([OH:18])[C@H:10]1[O:9][C@@H:8]([N:23]2[CH:30]=[C:29]([CH3:31])[C:27](=[O:28])[NH:26][C:24]2=[O:25])[C@@H:7]2[O:32][C@H:11]12)(=[O:20])=[O:21] |f:0.1|. Reported procedure: To a solution of 49 ml 1N sodium hydroxide was added 2',3',5'-tris(methanesulfonyl)-5-methyluridine (2, 6.0 g). The mixture was stirred at 70°-72° C. for 15 minutes and then cooled 0° C. The pH was adjusted to 4 by using concentrated HCl. The resulting slurry was filtered, washed with 2×10 ml water and dried to give 5'-methanesulfonyl-2'-3'-anhydro-5-methyluridine (3), 3.1 g, (84%). Starting materials: CON=C(C)C1=CC=C(C=C1)F (4′-fluoroacetophenone O-methyloxime), C(#N)[BH3-].[Na+] (sodium cyanoborohydride), 1-B. The product is FC1=CC=C(C=C1)C(C)NOC (N-[1-(4-Fluoro-phenyl)-ethyl]-O-methyl-hydroxylamine), silica gel. The yield is 51.0%. As a reaction SMILES: [CH3:1][O:2][N:3]=[C:4]([C:6]1[CH:11]=[CH:10][C:9]([F:12])=[CH:8][CH:7]=1)[CH3:5].C([BH3-])#N.[Na+]>>[F:12][C:9]1[CH:8]=[CH:7][C:6]([CH:4]([NH:3][O:2][CH3:1])[CH3:5])=[CH:11][CH:10]=1 |f:1.2|. Procedure details: Reduction of 4′-fluoroacetophenone O-methyloxime with sodium cyanoborohydride as described in the preparation of 1-B gave the title hydroxylamine as a clear oil after chromatography on silica gel (elution hexane-ethyl acetate 8: 2) (51% yield). 1HNMR 400 MHz (CDCl3) δ (ppm): 1.33 (3H, d, J=6.5 Hz, CH3), 3.46 (3H, s, OCH3), 4.12 (1H, q, J=6.5 Hz, NCH), 5.59 (1H, broad, NH), 7.02 (2H, m, aromatics), 7.32 (2H, m, aromatics). The hydrochloride salt was obtained as a white solid: mp 99-103° C. Anal. ... Isolated yield 6.1%. Reaction conditions: temperature 100 celsius, time 18 hour. Yields the product COC=1C=C2C3=C(N=CC2=CC1OC)C=1C=C2C(=C(C1C3)CN3CCCC3)OCO2 (2,3-Dimethoxy-8,9-methylenedioxy-10-(pyrrolidin-1-yl)methyl-11H-indeno[1,2-c]isoquinoline). The reactants are COC=1C=C(CNCC(OC)OC)C=CC1OC ((3,4-Dimethoxybenzyl)-(2,2-dimethoxyethyl)amine), CO\N=C\C1=C(C2=C(OCO2)C=C1)CN1CCCC1 ((E)-4-(Pyrrolidin-1-ylmethyl)benzo[d][1,3]dioxole-5-carbaldehyde O-Methyl Oxime), Cl (hydrochloric acid), [NH4+].[OH-] (NH4OH). As a reaction SMILES: [CH3:1][O:2][C:3]1[CH:4]=[C:5]([CH:14]=[CH:15][C:16]=1[O:17][CH3:18])[CH2:6][NH:7][CH2:8][CH:9](OC)OC.CO/N=[CH:22]/[C:23]1[CH:31]=[CH:30][C:26]2[O:27][CH2:28][O:29][C:25]=2[C:24]=1[CH2:32][N:33]1[CH2:37][CH2:36][CH2:35][CH2:34]1.Cl.[NH4+].[OH-]>O>[CH3:18][O:17][C:16]1[CH:15]=[C:14]2[C:5](=[CH:4][C:3]=1[O:2][CH3:1])[CH:6]=[N:7][C:8]1[C:31]3[CH:30]=[C:26]4[O:27][CH2:28][O:29][C:25]4=[C:24]([CH2:32][N:33]4[CH2:34][CH2:35][CH2:36][CH2:37]4)[C:23]=3[CH2:22][C:9]2=1 |f:3.4|. Procedure: The amine 8 (1.90 g, 7.45 mmol) and oxime ether 13b (0.90 g, 3.44 mmol) were mixed with concentrated hydrochloric acid (15 mL) and the mixture was stirred at 100° C. for 18 h. The reaction mixture was then cooled and washed with ether (3×20 mL). It was then brought to basic pH with NH4OH. The mixture was extracted with chloroform (40 mL×3), and the solution was washed with brine (50 mL), dried (Na2SO4) and concentrated. The residue was dissolved in chloroform (40 mL) and filtered. Hydrochloric a... Solvent: O (water).